This data is from the Open Reaction Database (ORD), a public repository of structured organic reaction records. The task is: describe an organic reaction: reactants, conditions, products, and yield The reactants are P(=O)(Cl)(Cl)Cl (Phosphoryl chloride), NC=1C=C(C=CC1Cl)NC(C1=CC=C(C=C1)C#N)=O (N-(3-amino-4-chlorophenyl)-4-cyanobenzamide), FC=1C=C(C(=O)O)C=CC1N1CCN(CC1)C (3-fluoro-4-(4-methylpiperazin-1-yl)benzoic acid), N1=CC=CC=C1 (pyridine). The solvent is O (water). Conditions: temperature -10 celsius, time 16 hour. Product: ClC1=C(C=C(C=C1)NC(C1=CC=C(C=C1)C#N)=O)NC(C1=CC(=C(C=C1)N1CCN(CC1)C)F)=O (N-[2-chloro-5-(4-cyanobenzamido)phenyl]-3-fluoro-4-(4-methylpiperazin-1-yl)benzamide). Isolated yield 58.5%. As a reaction SMILES: P(Cl)(Cl)(Cl)=O.[NH2:6][C:7]1[CH:8]=[C:9]([NH:14][C:15](=[O:24])[C:16]2[CH:21]=[CH:20][C:19]([C:22]#[N:23])=[CH:18][CH:17]=2)[CH:10]=[CH:11][C:12]=1[Cl:13].[F:25][C:26]1[CH:27]=[C:28]([CH:32]=[CH:33][C:34]=1[N:35]1[CH2:40][CH2:39][N:38]([CH3:41])[CH2:37][CH2:36]1)[C:29](O)=[O:30].N1C=CC=CC=1>O>[Cl:13][C:12]1[CH:11]=[CH:10][C:9]([NH:14][C:15](=[O:24])[C:16]2[CH:21]=[CH:20][C:19]([C:22]#[N:23])=[CH:18][CH:17]=2)=[CH:8][C:7]=1[NH:6][C:29](=[O:30])[C:28]1[CH:32]=[CH:33][C:34]([N:35]2[CH2:36][CH2:37][N:38]([CH3:41])[CH2:39][CH2:40]2)=[C:26]([F:25])[CH:27]=1. Procedure details: Phosphoryl chloride (0.1 I ml) was added dropwise to a stirred mixture of N-(3-amino-4-chlorophenyl)-4-cyanobenzamide (0.2 g), 3-fluoro-4-(4-methylpiperazin-1-yl)benzoic acid (0.26 g) and pyridine (2 ml) which had been cooled to −10° C. The reaction mixture was allowed to warm to ambient temperature and was stirred for 16 hours. The mixture was diluted with water and was stirred overnight. The precipitate was isolated, washed with diethyl ether and dried under vacuum at 55° C. There was thus obt...